Task: describe an organic reaction: reactants, conditions, products, and yield. Dataset: the Open Reaction Database (ORD), a public repository of structured organic reaction records Isolated yield 95.1%. The product is C(#N)C1=C(N(C(=C1CC1=C(C=CC=C1)S(=O)(=O)N1CCCC1)C)CC(=O)O)C1CC1 (2-(3-cyano-2-cyclopropyl-5-methyl-4-(2-(pyrrolidin-1-ylsulfonyl)benzyl)-1H-pyrrol-1-yl)acetic acid). Procedure: was followed using ethyl 2-(3-cyano-2-cyclopropyl-5-methyl-4-(2-(pyrrolidin-1-ylsulfonyl)benzyl)-1H-pyrrol-1-yl)acetate (65.4 mg, 0.144 mmol) and lithium hydroxide hydrate (12.05 mg, 0.287 mmol) to afford 2-(3-cyano-2-cyclopropyl-5-methyl-4-(2-(pyrrolidin-1-ylsulfonyl)benzyl)-1H-pyrrol-1-yl)acetic acid as a white solid (58.5 mg, 0.137 mmol, 95% yield). 1H NMR (400 MHz, CDCl3) δ (ppm) 7.94 (d, 1H), 7.43 (dd, 1H), 7.32 (dd, 1H), 7.08 (d, 1H), 4.69 (s, 2H), 4.26 (s, 2H), 3.31-3.35 (m, 4H), 1.90-1.9... The reactants are C(#N)C1=C(N(C(=C1CC1=C(C=CC=C1)S(=O)(=O)N1CCCC1)C)CC(=O)OCC)C1CC1 (ethyl 2-(3-cyano-2-cyclopropyl-5-methyl-4-(2-(pyrrolidin-1-ylsulfonyl)benzyl)-1H-pyrrol-1-yl)acetate), O.[OH-].[Li+] (lithium hydroxide hydrate). Reaction SMILES: [C:1]([C:3]1[C:7]([CH2:8][C:9]2[CH:14]=[CH:13][CH:12]=[CH:11][C:10]=2[S:15]([N:18]2[CH2:22][CH2:21][CH2:20][CH2:19]2)(=[O:17])=[O:16])=[C:6]([CH3:23])[N:5]([CH2:24][C:25]([O:27]CC)=[O:26])[C:4]=1[CH:30]1[CH2:32][CH2:31]1)#[N:2].O.[OH-].[Li+]>>[C:1]([C:3]1[C:7]([CH2:8][C:9]2[CH:14]=[CH:13][CH:12]=[CH:11][C:10]=2[S:15]([N:18]2[CH2:19][CH2:20][CH2:21][CH2:22]2)(=[O:17])=[O:16])=[C:6]([CH3:23])[N:5]([CH2:24][C:25]([OH:27])=[O:26])[C:4]=1[CH:30]1[CH2:31][CH2:32]1)#[N:2] |f:1.2.3|.